Dataset: the Open Reaction Database (ORD), a public repository of structured organic reaction records. Task: describe an organic reaction: reactants, conditions, products, and yield Reactants: C(C)(=O)N1[C@@H]([C@H]([C@@H](C=2C=CN3C(C12)=NC(=C3C3=CC=CC=C3)C)OCCOC)OC(C(C)(C)C)=O)C3=CC=CC=C3 ((7R,8R,9R)-10-acetyl-3,9-diphenyl-7-(2-methoxyethoxy)-2-methyl-8-pivaloyloxy-7.8.9.10-tetrahydroimidazo[1.2-h][1.7]naphthyridine), C([O-])([O-])=O.[K+].[K+] (potassium carbonate). Run in NC(C)O (aminoethanol). Conditions: temperature 60 celsius, time 4 hour. Yields the product C1(=CC=CC=C1)C1=C(N=C2N1C=CC=1[C@H]([C@@H]([C@H](NC21)C2=CC=CC=C2)O)OCCOC)C ((7R,8R,9R)-3,9-Diphenyl-8-hydroxy-7-(2-methoxyethoxy)-2-methyl-7.8.9.10-tetrahydroimidazo[1.2-h][1.7]naphthyridine). Reaction SMILES: C([N:4]1[C:13]2[C:12]3=[N:14][C:15]([CH3:23])=[C:16]([C:17]4[CH:22]=[CH:21][CH:20]=[CH:19][CH:18]=4)[N:11]3[CH:10]=[CH:9][C:8]=2[C@@H:7]([O:24][CH2:25][CH2:26][O:27][CH3:28])[C@H:6]([O:29]C(=O)C(C)(C)C)[C@H:5]1[C:36]1[CH:41]=[CH:40][CH:39]=[CH:38][CH:37]=1)(=O)C.C(=O)([O-])[O-].[K+].[K+]>NC(O)C>[C:17]1([C:16]2[N:11]3[CH:10]=[CH:9][C:8]4[C@@H:7]([O:24][CH2:25][CH2:26][O:27][CH3:28])[C@H:6]([OH:29])[C@@H:5]([C:36]5[CH:41]=[CH:40][CH:39]=[CH:38][CH:37]=5)[NH:4][C:13]=4[C:12]3=[N:14][C:15]=2[CH3:23])[CH:22]=[CH:21][CH:20]=[CH:19][CH:18]=1 |f:1.2.3|. Procedure: A suspension of 1.14 g (2.05 mmol) of (7R,8R,9R)-10-acetyl-3,9-diphenyl-7-(2-methoxyethoxy)-2-methyl-8-pivaloyloxy-7.8.9.10-tetrahydroimidazo[1.2-h][1.7]naphthyridine and 2.28 g (16.5 mmol) potassium carbonate in aminoethanol is stirred at 60° C. for 4 h. The reaction is quenched by adding of saturated aqueous ammonium chloride solution. Subsequently the mixture is extracted twice with ethyl acetate. The combined organic layers are washed with brine, dried over sodium sulphate and evaporated in ... Starting materials: OC=1C=C(C=CC1)B(O)O (3-hydroxyphenylboronic acid), O (water), C(C)(=O)OCC (ethyl acetate), CS(=O)(=O)Cl (methanesulfonyl chloride). The solvent is N1=CC=CC=C1 (pyridine). Run at time 1 hour. Yields the product CS(=O)(=O)OC=1C=C(C=CC1)B(O)O (3-(Methylsulfonyloxy)phenylboronic acid). As a reaction SMILES: [OH:1][C:2]1[CH:3]=[C:4]([B:8]([OH:10])[OH:9])[CH:5]=[CH:6][CH:7]=1.[CH3:11][S:12](Cl)(=[O:14])=[O:13].O.C(OCC)(=O)C>N1C=CC=CC=1>[CH3:11][S:12]([O:1][C:2]1[CH:3]=[C:4]([B:8]([OH:10])[OH:9])[CH:5]=[CH:6][CH:7]=1)(=[O:14])=[O:13]. Procedure details: To 3-hydroxyphenylboronic acid (10 g) stirred in pyridine (40 mL) at 0° C. was added methanesulfonyl chloride (8 mL). The reaction mixture was stirred for 1 h at room temperature and then water and ethyl acetate was added. The organic layer was separated and the aqueous layer was extracted with ethyl acetate. The combined organic layers were washed with dilute HCl washed with brine, dried over magnesium sulfate. The resulting solid was recrystallizated from petroleum ether and ethyl acetate to g... Reactants: B, B, C1CCOC1, CSC, C=Cc1ccc(OC(F)F)c(OC(F)F)c1, [Na+], [OH-], O. Yields the product OCCc1ccc(OC(F)F)c(OC(F)F)c1. Reaction SMILES: [BH3:20].[BH3:21].[CH2:24]1[O:25][CH2:26][CH2:27][CH2:28]1.[CH3:17][S:18][CH3:19].[F:1][CH:2]([O:3][c:4]1[c:5]([O:12][CH:13]([F:14])[F:15])[cH:6][c:7]([CH:10]=[CH2:11])[cH:8][cH:9]1)[F:16].[Na+:23].[OH-:22].[OH2:29]>>[F:1][CH:2]([O:3][c:4]1[c:5]([O:12][CH:13]([F:14])[F:15])[cH:6][c:7]([CH2:10][CH2:11][OH:22])[cH:8][cH:9]1)[F:16]. Starting materials: CC1=C(C=CC=C1C)OC1=CC=C(C=C1)NC(C(N)(C)C)=O (N1-{4-[(2,3-dimethylphenyl)oxy]phenyl}-2-methylalaninamide), ClC(Cl)(OC(OC(Cl)(Cl)Cl)=O)Cl (triphosgene), CC1=C(C=CC=C1C)OC1=CC=C(C=C1)NC(C(N)(C)C)=O (N1-{4-[(2,3-dimethylphenyl)oxy]phenyl}-2-methylalaninamide), TEA. Reagents/catalysts: CN(C)C=1C=CN=CC1 (DMAP). Run in C(C)(=O)OCC (ethyl acetate), C(C)(=O)OCC (ethyl acetate). Reaction conditions: time 5 minute. The product is CC1=C(C=CC=C1C)OC1=CC=C(C=C1)N1C(NC(C1=O)(C)C)=O (3-{4-[(2,3-dimethylphenyl)oxy]phenyl}-5,5-dimethyl-2,4-imidazolidinedione). The yield is 207.4%. RXN SMILES: [CH3:1][C:2]1[C:7]([CH3:8])=[CH:6][CH:5]=[CH:4][C:3]=1[O:9][C:10]1[CH:15]=[CH:14][C:13]([NH:16][C:17](=[O:22])[C:18]([CH3:21])([CH3:20])[NH2:19])=[CH:12][CH:11]=1.Cl[C:24](Cl)([O:26]C(=O)OC(Cl)(Cl)Cl)Cl>C(OCC)(=O)C.CN(C1C=CN=CC=1)C>[CH3:1][C:2]1[C:7]([CH3:8])=[CH:6][CH:5]=[CH:4][C:3]=1[O:9][C:10]1[CH:15]=[CH:14][C:13]([N:16]2[C:17](=[O:22])[C:18]([CH3:20])([CH3:21])[NH:19][C:24]2=[O:26])=[CH:12][CH:11]=1. Reported procedure: N1-{4-[(2,3-dimethylphenyl)oxy]phenyl}-2-methylalaninamide (Intermediate 76, 68 mg) was solved in 2 mL of ethyl acetate under nitrogen atmosphere. TEA (0.070 mL, 0.50 mmol) was added followed by a solution of triphosgene (33.8 mg, 0.11 mmol) in 1.0 mL of ethyl acetate. After stirring for 5 minutes, DMAP (13.9 mg, 0.11 mmol) was added and the reaction mixture was stirred at room temperature for 10 minutes. After quenching with a saturated solution of NaHCO3, the mixture was extracted two times wi... Reactants: ClCCl, CN(C)C=O, COc1ccc(S(=O)(=O)N(Cc2cccnc2)C(C(=O)O)C(C)C)cc1, O=C(Cl)C(=O)Cl, Cl, NO, C1CCOC1. The product is COc1ccc(S(=O)(=O)N(Cc2cccnc2)C(C(=O)NO)C(C)C)cc1. RXN SMILES: [CH2:36]([Cl:37])[Cl:38].[CH3:39][N:40]([CH3:41])[CH:42]=[O:43].[CH3:8][O:9][c:10]1[cH:11][cH:12][c:13]([S:16](=[O:17])(=[O:18])[N:19]([CH:20]([C:21](=[O:22])[OH:23])[CH:24]([CH3:25])[CH3:26])[CH2:27][c:28]2[cH:29][n:30][cH:31][cH:32][cH:33]2)[cH:14][cH:15]1.[Cl:1][C:2]([C:3]([Cl:4])=[O:5])=[O:6].[ClH:7].[NH2:34][OH:35].[O:44]1[CH2:45][CH2:46][CH2:47][CH2:48]1>>[CH3:8][O:9][c:10]1[cH:11][cH:12][c:13]([S:16](=[O:17])(=[O:18])[N:19]([CH:20]([C:21](=[O:22])[NH:34][OH:35])[CH:24]([CH3:25])[CH3:26])[CH2:27][c:28]2[cH:29][n:30][cH:31][cH:32][cH:33]2)[cH:14][cH:15]1. The reactants are O (H2O), OC1=CC=C(C=C1)NC(\C(=C(/CC)\C1=CC=CC=C1)\C1=CC=C(C=C1)OCOC)=O ((E)-N-(4-hydroxyphenyl)-2-(4-(methoxymethoxy)phenyl)-3-phenylpent-2-enamide), Cl (HCl). Run in CO (MeOH), O1CCOCC1 (dioxane). Run at time 2 hour. Yields the product OC1=CC=C(C=C1)NC(\C(=C(/CC)\C1=CC=CC=C1)\C1=CC=C(C=C1)O)=O ((E)-N,2-bis(4-hydroxyphenyl)-3-phenylpent-2-enamide). The yield is 76.0%. As a reaction SMILES: [OH:1][C:2]1[CH:7]=[CH:6][C:5]([NH:8][C:9](=[O:30])/[C:10](/[C:20]2[CH:25]=[CH:24][C:23]([O:26]COC)=[CH:22][CH:21]=2)=[C:11](/[C:14]2[CH:19]=[CH:18][CH:17]=[CH:16][CH:15]=2)\[CH2:12][CH3:13])=[CH:4][CH:3]=1.Cl.O>CO.O1CCOCC1>[OH:1][C:2]1[CH:3]=[CH:4][C:5]([NH:8][C:9](=[O:30])/[C:10](/[C:20]2[CH:21]=[CH:22][C:23]([OH:26])=[CH:24][CH:25]=2)=[C:11](/[C:14]2[CH:19]=[CH:18][CH:17]=[CH:16][CH:15]=2)\[CH2:12][CH3:13])=[CH:6][CH:7]=1. Procedure: To a solution of 6a (45 mg, 0.112 mmol) in MeOH (1 ml) was added a solution of 4N HCl in dioxane (0.3 ml) under ice cooling, and the mixture was stirred at room temperature for 2 h. H2O was poured into the reaction mixture under ice cooling, and the whole was extracted with AcOEt. The organic layer was washed with brine, dried over Na2SO4, and then concentrated. The residue was crystallized with Et2O to give 7a (76%). 7a: colorless powder; 1H-NMR (CD3OD) δ 0.97 (3H, t, J=7.5 Hz), 2.64 (2H, q, J=...